Dataset: the Open Reaction Database (ORD), a public repository of structured organic reaction records. Task: describe an organic reaction: reactants, conditions, products, and yield The reactants are ClC1=NC(=NC(=C1)Cl)CC(=S)OCC (ethyl 4,6-dichloro-2-pyrimidinylthioacetate), CNC1=C(C(=CC=C1)C)C (N-methyl-2,3-xylidine). The solvent is C(C)O (ethanol). Conditions: time 24 hour. Product: ClC1=NC(=NC(=C1)N(C1=C(C(=CC=C1)C)C)C)CC(=S)OCC ([4-Chloro-6-(N-methyl-2,3-xylidino)-2-pyrimidinyl]-thioacetic acid, ethyl ester). As a reaction SMILES: Cl[C:2]1[CH:7]=[C:6]([Cl:8])[N:5]=[C:4]([CH2:9][C:10]([O:12][CH2:13][CH3:14])=[S:11])[N:3]=1.[CH3:15][NH:16][C:17]1[CH:22]=[CH:21][CH:20]=[C:19]([CH3:23])[C:18]=1[CH3:24]>C(O)C>[Cl:8][C:6]1[CH:7]=[C:2]([N:16]([CH3:15])[C:17]2[CH:22]=[CH:21][CH:20]=[C:19]([CH3:23])[C:18]=2[CH3:24])[N:3]=[C:4]([CH2:9][C:10]([O:12][CH2:13][CH3:14])=[S:11])[N:5]=1. Procedure details: To a suspensione of ethyl 4,6-dichloro-2-pyrimidinylthioacetate (10.7 g) in ethanol (100 ml) anhydrous NaCO3 (4.66 g) and N-methyl-2,3-xylidine (6.2 g) are added; the mixture is refluxed under stirring for 24 hours. Reactants: Cl(=O)(=O)(=O)[O-].C1(=CC=CC=C1)[I+]C1=CC=CC=C1 (diphenyl iodonium perchlorate), COC=1C2=CC=CC=C2C(=C2C=CC(=CC12)S(=O)(=O)[O-])OC.[Na+] (sodium 9,10-dimethoxyanthracene-2-sulfonate). Run in O (water), O (water). Run at time 2 hour. Yields the product COC=1C2=CC=CC=C2C(=C2C=CC(=CC12)S(=O)(=O)[O-])OC.C1(=CC=CC=C1)[I+]C1=CC=CC=C1 (diphenyliodonium 9,10-dimethoxyanthracene-2-sulfonate). Isolated yield 90.1%. Reaction SMILES: Cl([O-])(=O)(=O)=O.[C:6]1([I+:12][C:13]2[CH:18]=[CH:17][CH:16]=[CH:15][CH:14]=2)[CH:11]=[CH:10][CH:9]=[CH:8][CH:7]=1.[CH3:19][O:20][C:21]1[C:22]2[C:27]([C:28]([O:39][CH3:40])=[C:29]3[C:34]=1[CH:33]=[C:32]([S:35]([O-:38])(=[O:37])=[O:36])[CH:31]=[CH:30]3)=[CH:26][CH:25]=[CH:24][CH:23]=2.[Na+]>O>[CH3:19][O:20][C:21]1[C:22]2[C:27]([C:28]([O:39][CH3:40])=[C:29]3[C:34]=1[CH:33]=[C:32]([S:35]([O-:38])(=[O:36])=[O:37])[CH:31]=[CH:30]3)=[CH:26][CH:25]=[CH:24][CH:23]=2.[C:13]1([I+:12][C:6]2[CH:7]=[CH:8][CH:9]=[CH:10][CH:11]=2)[CH:14]=[CH:15][CH:16]=[CH:17][CH:18]=1 |f:0.1,2.3,5.6|. Procedure: 36 g of diphenyl iodonium perchlorate were dissolved in 500 g of water. To the resulting aqueous solution, gradually and dropwise added were an aqueous solution of 34 g of sodium 9,10-dimethoxyanthracene-2-sulfonate dissolved in 500 g of water. Next, this mixture was stirred for 2 hours and the product was precipitated. This product was taken out by filtration and washed with 200 g of water. Next, this was dried at 40° C. under reduced pressure to obtain 51 g of diphenyliodonium 9,10-dimethoxyan... Reactants: CC1=C2C(=C3C=CC=CC3=N2)CCN1 (harmalan), C(C)(=O)OC(C)=O (acetic anhydride), C(C)(=O)OCC (ethyl acetate). The solvent is N1=CC=CC=C1 (pyridine). The product is C=C1N(CCC=2C3=CC=CC=C3NC12)C(C)=O (1-Methylene-2-acetyl-1,2,3,4-tetrahydro-β-carboline). As a reaction SMILES: [CH3:1][C:2]1[NH:14][CH2:13][CH2:12][C:4]2=[C:5]3[C:10](=[N:11][C:3]=12)[CH:9]=[CH:8][CH:7]=[CH:6]3.[C:15](OC(=O)C)(=[O:17])[CH3:16].C(OCC)(=O)C>N1C=CC=CC=1>[CH2:1]=[C:2]1[C:3]2[NH:11][C:10]3[C:5](=[CH:6][CH:7]=[CH:8][CH:9]=3)[C:4]=2[CH2:12][CH2:13][N:14]1[C:15](=[O:17])[CH3:16]. Procedure details: To a solution of harmalan (1 mmol) in pyridine (2 ml) is added acetic anhydride (1.1 eq). After acid hydrolysis and extraction with ethyl acetate, the crude product is flash-chromatographed (eluent: EtOAc/pet. ether; 50/50). The 1-methylene-2-acetyl-1,2,3,4-tetrahydro-β-carboline elutes off first. The solvent is C(Cl)(Cl)Cl (CHCl3), C(Cl)(Cl)Cl (CHCl3). Starting materials: ClCC=1C=NC=CC1C(F)(F)F (3-chloromethyl-4-(trifluoromethyl)pyridine), Cl.ClCC=1C=NC=CC1C(F)(F)F (3-chloromethyl-4-trifluoromethylpyridine hydrochloride), C(=O)(O)[O-].[Na+] (NaHCO3), C1=CC(=CC(=C1)Cl)C(=O)OO (MCPBA), C1=CC(=CC(=C1)Cl)C(=O)OO (MCPBA). Reported procedure: 3-Chloromethyl-4-trifluoromethylpyridine hydrochloride (204 mg, 0.88 mmol) from step 2 above was dissolved in CHCl3 (50 mL) and treated with saturated aqueous NaHCO3. The organic layer was removed, dried (Na2SO4), and concentrated to give the free pyridine. This 3-chloromethyl-4-(trifluoromethyl)pyridine was dissolved in CHCl3 (10 mL) and MCPBA was added (0.19 g of 80% MCPBA by weight; 0.88 mmol). After 29 h, the solution was extracted with saturated aqueous NaHCO3 (10 mL), dried (Na2SO4), filte... Reaction conditions: time 29 hour. Product: ClCC=1C=[N+](C=CC1C(F)(F)F)[O-] (3-Chloromethyl-4-trifluoromethylpyridine-N-oxide). As a reaction SMILES: Cl.[Cl:2][CH2:3][C:4]1[CH:5]=[N:6][CH:7]=[CH:8][C:9]=1[C:10]([F:13])([F:12])[F:11].C([O-])(O)=[O:15].[Na+].ClCC1C=NC=CC=1C(F)(F)F.C1C=C(Cl)C=C(C(OO)=O)C=1>C(Cl)(Cl)Cl>[Cl:2][CH2:3][C:4]1[CH:5]=[N+:6]([O-:15])[CH:7]=[CH:8][C:9]=1[C:10]([F:13])([F:11])[F:12] |f:0.1,2.3|. Reactants: CCN, C1COCCO1, CC(CSc1nc2ccccc2s1)Nc1nc(Br)nc2c1ncn2C1OC(CO)C(O)C1O. Yields the product CCNc1nc(NC(C)CSc2nc3ccccc3s2)c2ncn(C3OC(CO)C(O)C3O)c2n1. As a reaction SMILES: [CH3:34][CH2:35][NH2:36].[O:37]1[CH2:38][CH2:39][O:40][CH2:41][CH2:42]1.[s:1]1[c:2]([S:10][CH2:11][CH:12]([CH3:13])[NH:14][c:15]2[c:16]3[n:17][cH:18][n:19]([CH:20]4[CH:21]([OH:22])[CH:23]([OH:24])[CH:25]([CH2:26][OH:27])[O:28]4)[c:29]3[n:30][c:31]([Br:33])[n:32]2)[n:3][c:4]2[c:5]1[cH:6][cH:7][cH:8][cH:9]2>>[s:1]1[c:2]([S:10][CH2:11][CH:12]([CH3:13])[NH:14][c:15]2[c:16]3[n:17][cH:18][n:19]([CH:20]4[CH:21]([OH:22])[CH:23]([OH:24])[CH:25]([CH2:26][OH:27])[O:28]4)[c:29]3[n:30][c:31]([NH:36][CH2:35][CH3:34])[n:32]2)[n:3][c:4]2[c:5]1[cH:6][cH:7][cH:8][cH:9]2. Reactants: FC1=C(C=CC(=C1)B1OC(C(O1)(C)C)(C)C)C=1C=NC(=NC1)N (5-(2-fluoro-4-(4,4,5,5-tetramethyl-1,3,2-dioxaborolan-2-yl)phenyl)pyrimidin-2-amine), BrC=1C(=NC=CC1)S(=O)(=O)C(C)C (3-bromo-2-(isopropylsulfonyl)pyridine). The product is FC1=C(C=CC(=C1)C=1C(=NC=CC1)S(=O)(=O)C(C)C)C=1C=NC(=NC1)N (5-(2-Fluoro-4-{2-[(1-methylethyl)sulfonyl]pyridin-3-yl}phenyl)pyrimidin-2-amine). RXN SMILES: [F:1][C:2]1[CH:7]=[C:6](B2OC(C)(C)C(C)(C)O2)[CH:5]=[CH:4][C:3]=1[C:17]1[CH:18]=[N:19][C:20]([NH2:23])=[N:21][CH:22]=1.Br[C:25]1[C:26]([S:31]([CH:34]([CH3:36])[CH3:35])(=[O:33])=[O:32])=[N:27][CH:28]=[CH:29][CH:30]=1>>[F:1][C:2]1[CH:7]=[C:6]([C:25]2[C:26]([S:31]([CH:34]([CH3:36])[CH3:35])(=[O:32])=[O:33])=[N:27][CH:28]=[CH:29][CH:30]=2)[CH:5]=[CH:4][C:3]=1[C:17]1[CH:22]=[N:21][C:20]([NH2:23])=[N:19][CH:18]=1. Procedure: The title compound was prepared as described in step D of Example 803 using 5-(2-fluoro-4-(4,4,5,5-tetramethyl-1,3,2-dioxaborolan-2-yl)phenyl)pyrimidin-2-amine and 3-bromo-2-(isopropylsulfonyl)pyridine. MS (ESI): mass calcd. for C18H17FN4O2S, 372.11; m/z found, 373.0 [M+H]+. 1H NMR (400 MHz, CDCl3) δ 8.69 (dd, J=4.7, 1.7, 1H), 8.57 (d, J=1.4, 2H), 7.80 (dd, J=7.8, 1.6, 1H), 7.59 (dd, J=7.8, 4.6, 1H), 7.46 (m, 1H), 7.39 (dd, J=7.9, 1.8, 1H), 7.32 (dd, J=11.1, 1.7, 1H), 5.17 (s, 2H), 4.26 (hept, J... Reactants: Cl.Cl.N12C[C@@H](C(CC1)CC2)N ((R)-1-azabicyclo[2.2.2]oct-3-ylamine dihydrochloride), N1=CC(=CC=C1)/C=C/C(=O)O (E-3-(3-pyridyl)propenoic acid). The product is N12C[C@@H](C(CC1)CC2)NC(\C=C\C=2C=NC=CC2)=O ((R)-N-(1-Azabicyclo[2.2.2]oct-3-yl)[E-3-(3-pyridyl)propenamide]). Procedure details: Prepared as a free base by a method analogous to that described in Example 1 from (R)-1-azabicyclo[2.2.2]oct-3-ylamine dihydrochloride and E-3-(3-pyridyl)propenoic acid; the compound was purified by chromatography on silica gel using ammoniated methanol/chloroform mixtures as the eluent; MS (ES+) 258 (MH+). RXN SMILES: Cl.Cl.[N:3]12[CH2:10][CH2:9][CH:6]([CH2:7][CH2:8]1)[C@@H:5]([NH2:11])[CH2:4]2.[N:12]1[CH:17]=[CH:16][CH:15]=[C:14](/[CH:18]=[CH:19]/[C:20](O)=[O:21])[CH:13]=1>>[N:3]12[CH2:10][CH2:9][CH:6]([CH2:7][CH2:8]1)[C@@H:5]([NH:11][C:20](=[O:21])/[CH:19]=[CH:18]/[C:14]1[CH:13]=[N:12][CH:17]=[CH:16][CH:15]=1)[CH2:4]2 |f:0.1.2|. Reactants: NC1C2SCC(=C(N2C1=O)C(=O)O)CSC1=NN=NN1C (7-amino-2-carboxy-3-[(1-methyl-1,2,3,4-tetrazol-5-yl)-thiomethyl]-8-oxo-5-thia-1-aza-bicyclo[4,2,0]oct-2-ene), S(=O)(=O)(C)C=1N(C=CN1)CC(=O)Cl ((2-mesyl-imidazol-1-yl)-acetyl chloride), C([O-])(O)=O.[Na+] (sodium bicarbonate), C([O-])(O)=O.[Na+] (sodium bicarbonate). Run in O (water), [Na] (sodium), CC(=O)C (Acetone), CC(=O)C (acetone). Reaction conditions: temperature 4 celsius. Yields the product C(=O)(O)C=1N2C(C(C2SCC1CSC1=NN=NN1C)NC(CN1C(=NC=C1)S(=O)(=O)C)=O)=O (2-carboxy-7-[(2-mesyl-imidazol-1-yl)-acetamido] -3-[(1-methyl-1,2,3,4-tetrazol-5-yl)-thiomethyl]-8-oxo-5-thia-1-azabicyclo[4,2,0]oct-2-ene). Yield: 3.8%. Reaction SMILES: [NH2:1][CH:2]1[C:9](=[O:10])[N:8]2[CH:3]1[S:4][CH2:5][C:6]([CH2:14][S:15][C:16]1[N:20]([CH3:21])[N:19]=[N:18][N:17]=1)=[C:7]2[C:11]([OH:13])=[O:12].[S:22]([C:26]1[N:27]([CH2:31][C:32](Cl)=[O:33])[CH:28]=[CH:29][N:30]=1)([CH3:25])(=[O:24])=[O:23].C(=O)(O)[O-].[Na+]>O.[Na].CC(C)=O>[C:11]([C:7]1[N:8]2[CH:3]([S:4][CH2:5][C:6]=1[CH2:14][S:15][C:16]1[N:20]([CH3:21])[N:19]=[N:18][N:17]=1)[CH:2]([NH:1][C:32](=[O:33])[CH2:31][N:27]1[CH:28]=[CH:29][N:30]=[C:26]1[S:22]([CH3:25])(=[O:24])=[O:23])[C:9]2=[O:10])([OH:13])=[O:12] |f:2.3,^1:40|. Procedure: Acetone (200 cc.) is added to a solution of 7-amino-2-carboxy-3-[(1-methyl-1,2,3,4-tetrazol-5-yl)-thiomethyl]-8-oxo-5-thia-1-aza-bicyclo[4,2,0]oct-2-ene (18.4 g.) in water (110 cc.) and sodium bacarbonate (9.41 g). The mixture is cooled to about 4° C., and (2-mesyl-imidazol-1-yl)-acetyl chloride (12.4 g.) in acetone (50 cc.) is added dropwise while keeping the pH at 7 by adding a saturated aqueous solution of sodium bicarbonate. After having allowed reaction to take place for 1 hour, the acetone...